From a dataset of the Open Reaction Database (ORD), a public repository of structured organic reaction records. describe an organic reaction: reactants, conditions, products, and yield The reactants are ClC1=CC=C(C=C1)N1C(=C(C=C1)C(F)(F)F)CO ((1-(4-chlorophenyl)-3-(trifluoromethyl)-1H-pyrrol-2-yl)methanol), FC1=C(C=CC(=C1F)O)CCC(=O)OCC (ethyl 3-(2,3-difluoro-4-hydroxyphenyl)propanoate). Yields the product ClC1=CC=C(C=C1)N1C(=C(C=C1)C(F)(F)F)COC1=C(C(=C(C=C1)CCCO)F)F (3-(4-{[1-(4-Chlorophenyl)-3-(trifluoromethyl)-1H-pyrrol-2-yl]methoxy}-2,3-difluorophenyl)propan-1-ol). As a reaction SMILES: [Cl:1][C:2]1[CH:7]=[CH:6][C:5]([N:8]2[CH:12]=[CH:11][C:10]([C:13]([F:16])([F:15])[F:14])=[C:9]2[CH2:17][OH:18])=[CH:4][CH:3]=1.[F:19][C:20]1[C:25]([F:26])=[C:24](O)[CH:23]=[CH:22][C:21]=1[CH2:28][CH2:29][C:30](OCC)=[O:31]>>[Cl:1][C:2]1[CH:3]=[CH:4][C:5]([N:8]2[CH:12]=[CH:11][C:10]([C:13]([F:14])([F:15])[F:16])=[C:9]2[CH2:17][O:18][C:24]2[CH:23]=[CH:22][C:21]([CH2:28][CH2:29][CH2:30][OH:31])=[C:20]([F:19])[C:25]=2[F:26])=[CH:6][CH:7]=1. Procedure: The title compound was prepared by reacting the product prepared in Step D of Example 1 and ethyl 3-(2,3-difluoro-4-hydroxyphenyl)propanoate according to the procedure described in Example 1, Step E, and then according to Example 2. Reactants: ClC=1C=C(C=2N(N1)C(=CN2)C(=O)NC2=C(C=NC=C2)F)Cl (6,8-dichloro-N-(3-fluoropyridin-4-yl)imidazo[1,2-b]pyridazine-3-carboxamide), [Si](C)(C)(C(C)(C)C)OCCN1N=C(C=C1)N (1-(2-(tert-butyldimethylsilyloxy)ethyl)-1H-pyrazol-3-amine), ClC=1C=C(C=2N(N1)C(=CN2)C(=O)NC2=C(C=NC=C2)F)NC2=NN(C=C2)C(C)C (6-chloro-N-(3-fluoropyridin-4-yl)-8-(1-isopropyl-1H-pyrazol-3-ylamino)imidazo[1,2-b]pyridazine-3-carboxamide). Run in CO (methanol). Yields the product [Si](C)(C)(C(C)(C)C)OCCN1N=C(C=C1)NC=1C=2N(N=C(C1)Cl)C(=CN2)C(=O)NC2=C(C=NC=C2)F (8-(1-(2-(tert-butyldimethylsilyloxy)ethyl)-1H-pyrazol-3-ylamino)-6-chloro-N-(3-fluoropyridin-4-yl)imidazo[1,2-b]pyridazine-3-carboxamide). Reaction SMILES: [Cl:1][C:2]1[CH:3]=[C:4](Cl)[C:5]2[N:6]([C:8]([C:11]([NH:13][C:14]3[CH:19]=[CH:18][N:17]=[CH:16][C:15]=3[F:20])=[O:12])=[CH:9][N:10]=2)[N:7]=1.[Si:22]([O:29][CH2:30][CH2:31][N:32]1[CH:36]=[CH:35][C:34]([NH2:37])=[N:33]1)([C:25]([CH3:28])([CH3:27])[CH3:26])([CH3:24])[CH3:23].ClC1C=C(NC2C=CN(C(C)C)N=2)C2N(C(C(NC3C=CN=CC=3F)=O)=CN=2)N=1>CO>[Si:22]([O:29][CH2:30][CH2:31][N:32]1[CH:36]=[CH:35][C:34]([NH:37][C:4]2[C:5]3[N:6]([C:8]([C:11]([NH:13][C:14]4[CH:19]=[CH:18][N:17]=[CH:16][C:15]=4[F:20])=[O:12])=[CH:9][N:10]=3)[N:7]=[C:2]([Cl:1])[CH:3]=2)=[N:33]1)([C:25]([CH3:28])([CH3:26])[CH3:27])([CH3:24])[CH3:23]. Procedure details: Compound 50A was prepared from 6,8-dichloro-N-(3-fluoropyridin-4-yl)imidazo[1,2-b]pyridazine-3-carboxamide and 1-(2-(tert-butyldimethylsilyloxy)ethyl)-1H-pyrazol-3-amine in a similar way as 48A. HPLC Rt=3.891 min (Chromolith SpeedROD 4.6×50 mm, 10-90% aqueous methanol containing 0.1% TFA, 4 min gradient, monitored at 220 nm), [M+H]=531. Reactants: CN(C)C(=S)Cl, CC(C)=O, O=C(N1CCc2ccc(Cl)c(O)c2CC1)C(F)(F)F, [K+], [K+], O=C([O-])[O-], O. Product: CN(C)C(=S)Oc1c(Cl)ccc2c1CCN(C(=O)C(F)(F)F)CC2. RXN SMILES: [CH3:26][N:27]([C:28](=[S:29])[Cl:30])[CH3:31].[CH3:32][C:33](=[O:34])[CH3:35].[Cl:1][c:2]1[c:3]([OH:19])[c:4]2[c:5]([cH:17][cH:18]1)[CH2:6][CH2:7][N:8]([C:11]([C:12]([F:13])([F:14])[F:15])=[O:16])[CH2:9][CH2:10]2.[K+:20].[K+:21].[O-:22][C:23]([O-:24])=[O:25].[OH2:36]>>[Cl:1][c:2]1[c:3]([O:19][C:28]([N:27]([CH3:26])[CH3:31])=[S:29])[c:4]2[c:5]([cH:17][cH:18]1)[CH2:6][CH2:7][N:8]([C:11]([C:12]([F:13])([F:14])[F:15])=[O:16])[CH2:9][CH2:10]2. Starting materials: BrC1=CC2=C(N=C(O2)N2[C@@H](CCCC2)C(=O)OC)C=C1 (methyl (2S)-1-(6-bromo-1,3-benzoxazol-2-yl)-2-piperidinecarboxylate), [OH-].[Li+] (lithium hydroxide). Product: title compound, BrC1=CC2=C(N=C(O2)N2[C@@H](CCCC2)C(=O)O)C=C1 ((2S)-1-(6-bromo-1,3-benzoxazol-2-yl)-2-piperidinecarboxylic acid). Reaction SMILES: [Br:1][C:2]1[CH:20]=[CH:19][C:5]2[N:6]=[C:7]([N:9]3[CH2:14][CH2:13][CH2:12][CH2:11][C@H:10]3[C:15]([O:17]C)=[O:16])[O:8][C:4]=2[CH:3]=1.[OH-].[Li+]>>[Br:1][C:2]1[CH:20]=[CH:19][C:5]2[N:6]=[C:7]([N:9]3[CH2:14][CH2:13][CH2:12][CH2:11][C@H:10]3[C:15]([OH:17])=[O:16])[O:8][C:4]=2[CH:3]=1 |f:1.2|. Procedure: The title compound was prepared by a similar method to Preparation 3 from methyl (2S)-1-(6-bromo-1,3-benzoxazol-2-yl)-2-piperidinecarboxylate [see Preparation 5] and 1N aqueous lithium hydroxide solution, to afford (2S)-1-(6-bromo-1,3-benzoxazol-2-yl)-2-piperidinecarboxylic acid as a pink foam. Reactants: C(C)(CC)[Li] (sec-butyllithium), C(=C)S(=O)(=O)CC (ethyl vinyl sulfone), O (water), COC=1C=C(C(=O)N2CC(CC2)(C2=CC=CC=C2)CCN2CCN(CCC2)C2=NC3=C(N2)C=CC=C3)C=C(C1OC)OC (1-(3,4,5-trimethoxybenzoyl)-3-(2-(4-(1H-benzimidazol-2-yl)[1,4]diazepan-1-yl)ethyl)-3-phenylpyrrolidine), C(C)(CC)[Li] (sec-butyllithium), C(=C)S(=O)(=O)CC (ethyl vinyl sulfone). Solvent: CO.ClCCl (methanol dichloromethane), O1CCCC1 (tetrahydrofuran), O1CCCC1 (tetrahydrofuran). Reaction conditions: temperature -78 celsius, time 18 hour. The product is N (ammonia), COC=1C=C(C(=O)N2CC(CC2)(C2=CC=CC=C2)CCN2CCN(CCC2)C2=NC3=C(N2CCS(=O)(=O)CC)C=CC=C3)C=C(C1OC)OC (1-(3,4,5-Trimethoxybenzoyl)-3-(2-(4-(1-(2-ethylsulfonylethyl)-1H-benzimidazol-2-yl)[1,4]diazepan-1-yl)ethyl)-3-phenylpyrrolidine). Yield: 0.2%. RXN SMILES: [CH3:1][O:2][C:3]1[CH:4]=[C:5]([CH:37]=[C:38]([O:42][CH3:43])[C:39]=1[O:40][CH3:41])[C:6]([N:8]1[CH2:12][CH2:11][C:10]([CH2:19][CH2:20][N:21]2[CH2:27][CH2:26][CH2:25][N:24]([C:28]3[NH:32][C:31]4[CH:33]=[CH:34][CH:35]=[CH:36][C:30]=4[N:29]=3)[CH2:23][CH2:22]2)([C:13]2[CH:18]=[CH:17][CH:16]=[CH:15][CH:14]=2)[CH2:9]1)=[O:7].C([Li])(CC)C.[CH:49]([S:51]([CH2:54][CH3:55])(=[O:53])=[O:52])=[CH2:50].O>O1CCCC1.CO.ClCCl>[NH3:8].[CH3:43][O:42][C:38]1[CH:37]=[C:5]([CH:4]=[C:3]([O:2][CH3:1])[C:39]=1[O:40][CH3:41])[C:6]([N:8]1[CH2:12][CH2:11][C:10]([CH2:19][CH2:20][N:21]2[CH2:27][CH2:26][CH2:25][N:24]([C:28]3[N:29]([CH2:50][CH2:49][S:51]([CH2:54][CH3:55])(=[O:53])=[O:52])[C:30]4[CH:36]=[CH:35][CH:34]=[CH:33][C:31]=4[N:32]=3)[CH2:23][CH2:22]2)([C:13]2[CH:14]=[CH:15][CH:16]=[CH:17][CH:18]=2)[CH2:9]1)=[O:7] |f:5.6|. Procedure details: Combine 1-(3,4,5-trimethoxybenzoyl)-3-(2-(4-(1H-benzimidazol-2-yl)[1,4]diazepan-1-yl)ethyl)-3-phenylpyrrolidine (prepared from (−)-3-phenyl-3-(2-hydroxyethyl)pyrrolidine(R,R)-di-p-anisoyltartaric acid salt) (0.6 g, 1.0 mmol) and tetrahydrofuran (10 mL). Cool to −78° C. using a dry-ice/acetone bath. Add dropwise a solution of sec-butyllithium (1.26 mL, 1.3 M, 1.64 mmol). When the addition of sec-butyllithium is complete, add a solution ethyl vinyl sulfone (0.37 g, 3.08 mmol) in tetrahydrofuran (2... The reactants are ClCCCOC1=CC=C(C=C1)/C=C/C=1OC2=C(N1)C=CC=C2 ((E)-2-[2-(4-chloropropoxyphenyl)ethenyl]benzoxazole), Cl (HCl), N1CCCCC1 (piperidine). The product is N1(CCCCC1)CCCOC1=CC=C(C=C1)/C=C/C=1OC2=C(N1)C=CC=C2 ((E)-2-[2-[4-(3-Piperidinopropoxy)phenyl]ethenyl]benzoxazole). The yield is 41.0%. Reaction SMILES: Cl[CH2:2][CH2:3][CH2:4][O:5][C:6]1[CH:11]=[CH:10][C:9](/[CH:12]=[CH:13]/[C:14]2[O:15][C:16]3[CH:22]=[CH:21][CH:20]=[CH:19][C:17]=3[N:18]=2)=[CH:8][CH:7]=1.[NH:23]1[CH2:28][CH2:27][CH2:26][CH2:25][CH2:24]1.Cl>>[N:23]1([CH2:2][CH2:3][CH2:4][O:5][C:6]2[CH:11]=[CH:10][C:9](/[CH:12]=[CH:13]/[C:14]3[O:15][C:16]4[CH:22]=[CH:21][CH:20]=[CH:19][C:17]=4[N:18]=3)=[CH:8][CH:7]=2)[CH2:28][CH2:27][CH2:26][CH2:25][CH2:24]1. Procedure: The procedure of Example 8 was followed starting with (C) of Example 8 (2.0 g, 6.4 mmol) and using piperidine in place of dibutylamine to produce 1.1 g, (41% yield) of the named compound as the HCl salt, mp 127°-128° C. IR(KBr): 3400, 1600 cm-1. MS: 363(MH+). 1H NMR (CD3OD): δ 7.89-6.81 (m, 10H), 4.24 (t, J=5.5 Hz, 2H), 2.65 (m, 6H), 1.75 (m, 8H). Starting materials: COC(=O)NC(Cc1ccc([N+](=O)[O-])cc1)C(=O)O, CO, [H][H]. Product: COC(=O)NC(Cc1ccc(N)cc1)C(=O)O. Reaction SMILES: [CH3:1][O:2][C:3](=[O:4])[NH:5][CH:6]([CH2:7][c:8]1[cH:9][cH:10][c:11]([N+:14]([O-:15])=[O:16])[cH:12][cH:13]1)[C:17](=[O:18])[OH:19].[CH3:22][OH:23].[H:20][H:21]>>[CH3:1][O:2][C:3](=[O:4])[NH:5][CH:6]([CH2:7][c:8]1[cH:9][cH:10][c:11]([NH2:14])[cH:12][cH:13]1)[C:17](=[O:18])[OH:19]. Conditions: time 65 minute. The solvent is CO (methanol). Procedure: 2,6-Difluoro-4-formylbenzonitrile (1.36 g, 8.13 mmol; see step (ii) above) was dissolved in 25 mL of methanol and cooled on an ice bath. Sodium borohydride (0.307 g, 8.12 mmol) was added in portions with stirring and the reaction was left for 65 min. The solvent was evaporated and the residue was partitioned between diethyl ether and aqueous sodium bicarbonate. The ethereal layer was washed with more aqueous sodium bicarbonate and brine, dried (Na2SO4) and evaporated. The crude product crystalli... The product is FC1=C(C#N)C(=CC(=C1)CO)F (2,6-Difluoro-4-hydroxymethylbenzonitrile). RXN SMILES: [F:1][C:2]1[CH:9]=[C:8]([CH:10]=[O:11])[CH:7]=[C:6]([F:12])[C:3]=1[C:4]#[N:5].[BH4-].[Na+]>CO>[F:1][C:2]1[CH:9]=[C:8]([CH2:10][OH:11])[CH:7]=[C:6]([F:12])[C:3]=1[C:4]#[N:5] |f:1.2|. The reactants are FC1=C(C#N)C(=CC(=C1)C=O)F (2,6-Difluoro-4-formylbenzonitrile), [BH4-].[Na+] (Sodium borohydride). The reactants are FC1=C(C=CC=C1)B(O)O (2-fluoro-phenylboronic acid), BrC1=NC=C(C=C1)Br (2,5-dibromopyridine), C(C)(=O)OCC (ethyl acetate), C([O-])([O-])=O.[Na+].[Na+] (sodium carbonate). Reagents/catalysts: C=1C=CC(=CC1)[P](C=2C=CC=CC2)(C=3C=CC=CC3)[Pd]([P](C=4C=CC=CC4)(C=5C=CC=CC5)C=6C=CC=CC6)([P](C=7C=CC=CC7)(C=8C=CC=CC8)C=9C=CC=CC9)[P](C=1C=CC=CC1)(C=1C=CC=CC1)C=1C=CC=CC1 (tetrakis(triphenylphosphine)palladium). Solvent: C(C)O (ethanol), C1(=CC=CC=C1)C (toluene). Run at temperature 80 celsius. Yields the product BrC=1C=CC(=NC1)C1=C(C=CC=C1)F (5-Bromo-2-(2-fluoro-phenyl)-pyridine). As a reaction SMILES: [F:1][C:2]1[CH:7]=[CH:6][CH:5]=[CH:4][C:3]=1B(O)O.Br[C:12]1[CH:17]=[CH:16][C:15]([Br:18])=[CH:14][N:13]=1.C(=O)([O-])[O-].[Na+].[Na+].C(OCC)(=O)C>C(O)C.C1(C)C=CC=CC=1.C1C=CC([P]([Pd]([P](C2C=CC=CC=2)(C2C=CC=CC=2)C2C=CC=CC=2)([P](C2C=CC=CC=2)(C2C=CC=CC=2)C2C=CC=CC=2)[P](C2C=CC=CC=2)(C2C=CC=CC=2)C2C=CC=CC=2)(C2C=CC=CC=2)C2C=CC=CC=2)=CC=1>[Br:18][C:15]1[CH:16]=[CH:17][C:12]([C:3]2[CH:4]=[CH:5][CH:6]=[CH:7][C:2]=2[F:1])=[N:13][CH:14]=1 |f:2.3.4,^1:44,46,65,84|. Procedure details: Under nitrogen, 39.2 g (0.28 mol) of 2-fluoro-phenylboronic acid, 59.9 g (0.25 mol) of 2,5-dibromopyridine and 2.17 g of tetrakis(triphenylphosphine)palladium were dissolved in 420 ml of ethanol and 840 ml of toluene. 840 ml of a 2 N sodium carbonate solution were added, and the mixture heated to 80° C. for 1 h. Afterwards the mixture was cooled to 5 to 10° C., 800 ml of ethyl acetate were added, and the precipitated salts were separated by filtration. The organic phase of the mother liquor was ... The reactants are FC=1C=C(N)C=C(C1F)F (3,4,5-trifluoroaniline), ClC1(C=2N(CCC1)C(=NN2)C2=CC(=C(C=C2)C2=CN=C(O2)C)OC)C(=O)OCC (ethyl 8-chloro-3-[3-methoxy-4-(2-methyl-1,3-oxazol-5-yl)phenyl]-5,6,7,8-tetrahydro[1,2,4]triazolo[4,3-a]pyridine-8-carboxylate). Run in C(O)([O-])=O.[Na+] (sodium hydrogen carbonate). Reaction conditions: temperature 100 celsius, time 8 hour. Yields the product COC=1C=C(C=CC1C1=CN=C(O1)C)C1=NN=C2N1CCCC2(C(=O)OCC)NC2=CC(=C(C(=C2)F)F)F (ethyl 3-[3-methoxy-4-(2-methyl-1,3-oxazol-5-yl)phenyl]-8-[(3,4,5-trifluorophenyl)amino]-5,6,7,8-tetrahydro[1,2,4]triazolo[4,3-a]pyridine-8-carboxylate). The yield is 56.8%. As a reaction SMILES: [F:1][C:2]1[CH:3]=[C:4]([CH:6]=[C:7]([F:10])[C:8]=1[F:9])[NH2:5].Cl[C:12]1([C:35]([O:37][CH2:38][CH3:39])=[O:36])[CH2:17][CH2:16][CH2:15][N:14]2[C:18]([C:21]3[CH:26]=[CH:25][C:24]([C:27]4[O:31][C:30]([CH3:32])=[N:29][CH:28]=4)=[C:23]([O:33][CH3:34])[CH:22]=3)=[N:19][N:20]=[C:13]12>C(=O)([O-])O.[Na+]>[CH3:34][O:33][C:23]1[CH:22]=[C:21]([C:18]2[N:14]3[CH2:15][CH2:16][CH2:17][C:12]([NH:5][C:4]4[CH:3]=[C:2]([F:1])[C:8]([F:9])=[C:7]([F:10])[CH:6]=4)([C:35]([O:37][CH2:38][CH3:39])=[O:36])[C:13]3=[N:20][N:19]=2)[CH:26]=[CH:25][C:24]=1[C:27]1[O:31][C:30]([CH3:32])=[N:29][CH:28]=1 |f:2.3|. Procedure details: To 3,4,5-trifluoroaniline (2.1 g) was added ethyl 8-chloro-3-[3-methoxy-4-(2-methyl-1,3-oxazol-5-yl)phenyl]-5,6,7,8-tetrahydro[1,2,4]triazolo[4,3-a]pyridine-8-carboxylate (1 g) at room temperature, and the mixture was stirred at 100° C. overnight under a nitrogen atmosphere. The reaction mixture was diluted with saturated aqueous sodium hydrogen carbonate solution, and the mixture was extracted with ethyl acetate. The organic layer was separated, washed with water and saturated brine, and dried ...